From a dataset of the Open Reaction Database (ORD), a public repository of structured organic reaction records. describe an organic reaction: reactants, conditions, products, and yield As a reaction SMILES: [CH3:14][C:15](=[O:16])[O-:17].[F:1][C:2]([C:3]([CH2:4][C:5](=[O:6])[O:7][CH2:8][CH3:9])=[O:10])([F:11])[F:12].[NH4+:13]>>[F:1][C:2]([C:3](=[CH:4][C:5](=[O:6])[O:7][CH2:8][CH3:9])[NH2:13])([F:11])[F:12]. The reactants are CC(=O)[O-], CCOC(=O)CC(=O)C(F)(F)F, [NH4+]. Yields the product CCOC(=O)C=C(N)C(F)(F)F.